This data is from the Open Reaction Database (ORD), a public repository of structured organic reaction records. The task is: describe an organic reaction: reactants, conditions, products, and yield Starting materials: S(C1=CC=C(C=C1)O)C1=CC=C(C=C1)O (4,4'-thiodiphenol), P(OCC)(SCCC)(Cl)=O (O-ethyl S-n-propyl phosphorochloridothioate), [OH-].[K+] (potassium hydroxide), C1CCC2C(C1)OCCOCCOC3CCCCC3OCCOCCO2 (dicyclohexano-18-crown-6). The solvent is C(C)#N (acetonitrile). The product is C(C)OP(=O)(SCCC)OC1=CC=C(C=C1)SC1=CC=C(C=C1)OP(=O)(SCCC)OCC (bis [4-[(ethoxy)(propylthio)phosphoryloxy]phenyl]sulfide). Reaction SMILES: [S:1]([C:9]1[CH:14]=[CH:13][C:12]([OH:15])=[CH:11][CH:10]=1)[C:2]1[CH:7]=[CH:6][C:5]([OH:8])=[CH:4][CH:3]=1.[P:16](=[O:25])(Cl)([S:20][CH2:21][CH2:22][CH3:23])[O:17][CH2:18][CH3:19].[OH-:26].[K+].C1CC2OCCOCCOC3C(OCCO[CH2:51][CH2:52][O:53]C2CC1)CCCC3>C(#N)C>[CH2:18]([O:17][P:16]([O:8][C:5]1[CH:6]=[CH:7][C:2]([S:1][C:9]2[CH:14]=[CH:13][C:12]([O:15][P:16]([O:53][CH2:52][CH3:51])([S:20][CH2:21][CH2:22][CH3:23])=[O:26])=[CH:11][CH:10]=2)=[CH:3][CH:4]=1)([S:20][CH2:21][CH2:22][CH3:23])=[O:25])[CH3:19] |f:2.3|. Reported procedure: To a 250 ml round bottom flask was added 4,4'-thiodiphenol (4.36 g, 20 mmol), O-ethyl S-n-propyl phosphorochloridothioate (9.12 g, 45 mmol), powdered potassium hydroxide (3.37 g, 60 mmol), dicyclohexano-18-crown-6 (catalytic quantity), and acetonitrile. This mixture was refluxed 14 hours, cooled to room temperature, and the organic soluble fraction decanted from the solids. The organic solution was diluted with ether and successively washed with 4M NaOH (3×100 ml), water (2×50 ml), 5% HCl (1×50 ...